This data is from the Open Reaction Database (ORD), a public repository of structured organic reaction records. The task is: describe an organic reaction: reactants, conditions, products, and yield Starting materials: O1C(COC2=CC=C3C(CC(OC3=C2)(C)C)C2=CC3=CC=CC=C3C=C2)C1 (7-(2,3-epoxypropoxy)-2,2-dimethyl-4-(2-naphthyl)chroman), CN (methylamine). The product is OC(COC1=CC=C2C(CC(OC2=C1)(C)C)C1=CC2=CC=CC=C2C=C1)CNC (7-(2-hydroxy-3-methylaminopropoxy)-2,2-dimethyl-4-(2-naphthyl)chroman). As a reaction SMILES: [O:1]1[CH2:27][CH:2]1[CH2:3][O:4][C:5]1[CH:14]=[C:13]2[C:8]([CH:9]([C:17]3[CH:26]=[CH:25][C:24]4[C:19](=[CH:20][CH:21]=[CH:22][CH:23]=4)[CH:18]=3)[CH2:10][C:11]([CH3:16])([CH3:15])[O:12]2)=[CH:7][CH:6]=1.[CH3:28][NH2:29]>>[OH:1][CH:2]([CH2:27][NH:29][CH3:28])[CH2:3][O:4][C:5]1[CH:14]=[C:13]2[C:8]([CH:9]([C:17]3[CH:26]=[CH:25][C:24]4[C:19](=[CH:20][CH:21]=[CH:22][CH:23]=4)[CH:18]=3)[CH2:10][C:11]([CH3:16])([CH3:15])[O:12]2)=[CH:7][CH:6]=1. Procedure details: Reaction of 7-(2,3-epoxypropoxy)-2,2-dimethyl-4-(2-naphthyl)chroman with methylamine, by an analogous method to that described in Example 2 gave 7-(2-hydroxy-3-methylaminopropoxy)-2,2-dimethyl-4-(2-naphthyl)chroman isolated as its hydrochloride salt m.p. 183°-188°. Starting materials: Cc1cc(C)c2oc(Nc3ccc(B4OC(C)(C)C(C)(C)O4)cc3)nc2c1, COCCOC, CN1CCCC(n2nc(I)c3c(N)ncnc32)C1, [Na+], [Na+], O=C([O-])[O-], O, [Pd], c1ccc(P(c2ccccc2)c2ccccc2)cc1, c1ccc(P(c2ccccc2)c2ccccc2)cc1, c1ccc(P(c2ccccc2)c2ccccc2)cc1, c1ccc(P(c2ccccc2)c2ccccc2)cc1. Yields the product Cc1cc(C)c2oc(Nc3ccc(-c4nn(C5CCCN(C)C5)c5ncnc(N)c45)cc3)nc2c1. As a reaction SMILES: [CH3:19][c:20]1[cH:21][c:22]([CH3:45])[c:23]2[c:24]([n:25][c:26]([NH:28][c:29]3[cH:30][cH:31][c:32]([B:35]4[O:36][C:37]([CH3:38])([CH3:39])[C:40]([CH3:41])([CH3:42])[O:43]4)[cH:33][cH:34]3)[o:27]2)[cH:44]1.[CH3:52][O:53][CH2:54][CH2:55][O:56][CH3:57].[I:1][c:2]1[n:3][n:4]([CH:12]2[CH2:13][N:14]([CH3:18])[CH2:15][CH2:16][CH2:17]2)[c:5]2[n:6][cH:7][n:8][c:9]([NH2:11])[c:10]12.[Na+:46].[Na+:47].[O-:48][C:49](=[O:50])[O-:51].[OH2:58].[Pd:59].[c:117]1([P:118]([c:119]2[cH:120][cH:121][cH:122][cH:123][cH:124]2)[c:125]2[cH:126][cH:127][cH:128][cH:129][cH:130]2)[cH:131][cH:132][cH:133][cH:134][cH:135]1.[c:60]1([P:61]([c:62]2[cH:63][cH:64][cH:65][cH:66][cH:67]2)[c:68]2[cH:69][cH:70][cH:71][cH:72][cH:73]2)[cH:74][cH:75][cH:76][cH:77][cH:78]1.[c:79]1([P:80]([c:81]2[cH:82][cH:83][cH:84][cH:85][cH:86]2)[c:87]2[cH:88][cH:89][cH:90][cH:91][cH:92]2)[cH:93][cH:94][cH:95][cH:96][cH:97]1.[c:98]1([P:99]([c:100]2[cH:101][cH:102][cH:103][cH:104][cH:105]2)[c:106]2[cH:107][cH:108][cH:109][cH:110][cH:111]2)[cH:112][cH:113][cH:114][cH:115][cH:116]1>>[c:2]1(-[c:32]2[cH:31][cH:30][c:29]([NH:28][c:26]3[n:25][c:24]4[c:23]([c:22]([CH3:45])[cH:21][c:20]([CH3:19])[cH:44]4)[o:27]3)[cH:34][cH:33]2)[n:3][n:4]([CH:12]2[CH2:13][N:14]([CH3:18])[CH2:15][CH2:16][CH2:17]2)[c:5]2[n:6][cH:7][n:8][c:9]([NH2:11])[c:10]12. The reactants are CCN(C(C)C)C(C)C, CC(C)O, Fc1cnc(Cl)nc1Cl, CCOC(=O)c1ccccc1N. Product: CCOC(=O)c1ccccc1Nc1nc(Cl)ncc1F. As a reaction SMILES: [CH:22]([N:23]([CH2:24][CH3:25])[CH:26]([CH3:27])[CH3:28])([CH3:29])[CH3:30].[CH:31]([OH:32])([CH3:33])[CH3:34].[Cl:1][c:2]1[n:3][cH:4][c:5]([F:9])[c:6]([Cl:8])[n:7]1.[NH2:10][c:11]1[c:12]([C:13](=[O:14])[O:15][CH2:16][CH3:17])[cH:18][cH:19][cH:20][cH:21]1>>[Cl:1][c:2]1[n:3][cH:4][c:5]([F:9])[c:6]([NH:10][c:11]2[c:12]([C:13](=[O:14])[O:15][CH2:16][CH3:17])[cH:18][cH:19][cH:20][cH:21]2)[n:7]1. The reactants are C(CCC)S(=O)(=O)C=1N=CC2=C(N1)NC(C(=C2)OCC)=O (2-(Butane-1-sulfonyl)-6-ethoxy-8H-pyrido[2,3-d]pyrimidin-7-one), COCCC(CCOC)N (3-methoxy-1-(2-methoxy-ethyl)-propylamine), C(Cl)Cl (CH2Cl2), final solvent, C(Cl)Cl.CO.CC(=O)C (CH2Cl2 MeOH acetone). The solvent is ClCCCl (DCE). Yields the product C(C)OC1=CC2C(N=C(N=C2)N(CCCOC)CCOC)NC1=O (6-Ethoxy-2[3-methoxy- (2-methoxy-ethyl)-propylamino]-8,8a-dihydro-4aH-pyrido[2,3-d]pyrimidin-7-one). Reaction SMILES: C(S([C:8]1[N:9]=[CH:10][C:11]2[CH:17]=[C:16]([O:18][CH2:19][CH3:20])[C:15](=[O:21])[NH:14][C:12]=2[N:13]=1)(=O)=O)CCC.COCC[CH:26]([NH2:31])[CH2:27][CH2:28][O:29][CH3:30].C(Cl)Cl.C(Cl)Cl.[CH3:38]O.[CH3:40][C:41](C)=[O:42]>ClCCCl>[CH2:19]([O:18][C:16]1[C:15](=[O:21])[NH:14][CH:12]2[N:13]=[C:8]([N:31]([CH2:40][CH2:41][O:42][CH3:38])[CH2:26][CH2:27][CH2:28][O:29][CH3:30])[N:9]=[CH:10][CH:11]2[CH:17]=1)[CH3:20] |f:3.4.5|. Procedure details: A solution of compound 3B (50 mg, 0.16 mmol) and 3-methoxy-1-(2-methoxy-ethyl)-propylamine (140 mg, 0.96 mmol) in 1 ml DCE was heated to 85° C. for 72 hours. The reaction mixture was chromographed directly on a Supelco™ 2 g/12 ml silica column with gradient solvent of CH2Cl2 to a final solvent mixture of CH2Cl2:MeOH:acetone (94:3:3). Two additional chromatographies were required to provide 24 mg of 6-Ethoxy-2[3-methoxy- (2-methoxy-ethyl)-propylamino]-8,8a-dihydro-4aH-pyrido[2,3-d]pyrimidin-7-one... Starting materials: O=C([O-])[O-], COC(=O)c1cc(Cl)cc2c1NC(c1cccc(Br)c1)C(C)(C)C2, CN1CCNCC1, CN(C)CC(=O)O, CS(C)=O, Cl, [Cu]I, [K+], [K+]. The product is COC(=O)c1cc(Cl)cc2c1NC(c1cccc(N3CCN(C)CC3)c1)C(C)(C)C2. RXN SMILES: [C:40](=[O:41])([O-:42])[O-:43].[CH3:1][O:2][C:3](=[O:4])[c:5]1[cH:6][c:7]([Cl:24])[cH:8][c:9]2[c:14]1[NH:13][CH:12]([c:15]1[cH:16][c:17]([Br:21])[cH:18][cH:19][cH:20]1)[C:11]([CH3:22])([CH3:23])[CH2:10]2.[CH3:25][N:26]1[CH2:27][CH2:28][NH:29][CH2:30][CH2:31]1.[CH3:33][N:34]([CH3:35])[CH2:36][C:37]([OH:38])=[O:39].[CH3:46][S:47](=[O:48])[CH3:49].[ClH:32].[Cu:50][I:51].[K+:44].[K+:45]>>[CH3:1][O:2][C:3](=[O:4])[c:5]1[cH:6][c:7]([Cl:24])[cH:8][c:9]2[c:14]1[NH:13][CH:12]([c:15]1[cH:16][c:17]([N:29]3[CH2:28][CH2:27][N:26]([CH3:25])[CH2:31][CH2:30]3)[cH:18][cH:19][cH:20]1)[C:11]([CH3:22])([CH3:23])[CH2:10]2.